Dataset: the Open Reaction Database (ORD), a public repository of structured organic reaction records. Task: describe an organic reaction: reactants, conditions, products, and yield Starting materials: OC(COC1=C(C=C(C(=O)N)C=C1)I)CNC(C)(C)C (4-(2-hydroxy-3-[(1,1-dimethylethyl)amino]propoxy]-3-iodobenzamide), C1(=CC=CC=C1)C#C (phenylacetylene), CCOCC (ether). The reagents and catalysts are Cl[Pd]([P](C1=CC=CC=C1)(C2=CC=CC=C2)C3=CC=CC=C3)([P](C4=CC=CC=C4)(C5=CC=CC=C5)C6=CC=CC=C6)Cl ((Ph3P)2PdCl2), [Cu]I (copper (I) iodide). Run in C(C)N(CC)CC (triethylamine), C1CCOC1 (THF). Yields the product fumarate salt, O.OC(COC1=C(C=C(C(=O)N)C=C1)C#CC1=CC=CC=C1)CNC(C)(C)C (4-[2-hydroxy-3-[(1,1 -dimethylethyl)amino]propoxy]-3-(phenylethynyl)benzamide hydrate). The yield is 65.2%. Reaction SMILES: [OH:1][CH:2]([CH2:15][NH:16][C:17]([CH3:20])([CH3:19])[CH3:18])[CH2:3][O:4][C:5]1[CH:13]=[CH:12][C:8]([C:9]([NH2:11])=[O:10])=[CH:7][C:6]=1I.[C:21]1([C:27]#[CH:28])[CH:26]=[CH:25][CH:24]=[CH:23][CH:22]=1.CCOCC>C(N(CC)CC)C.C1COCC1.Cl[Pd](Cl)([P](C1C=CC=CC=1)(C1C=CC=CC=1)C1C=CC=CC=1)[P](C1C=CC=CC=1)(C1C=CC=CC=1)C1C=CC=CC=1.[Cu]I>[OH2:1].[OH:1][CH:2]([CH2:15][NH:16][C:17]([CH3:20])([CH3:19])[CH3:18])[CH2:3][O:4][C:5]1[CH:13]=[CH:12][C:8]([C:9]([NH2:11])=[O:10])=[CH:7][C:6]=1[C:28]#[C:27][C:21]1[CH:26]=[CH:25][CH:24]=[CH:23][CH:22]=1 |f:7.8,^1:48,67|. Procedure details: A solution of 3.75 g (9.57 mmoles) of 4-(2-hydroxy-3-[(1,1-dimethylethyl)amino]propoxy]-3-iodobenzamide, 1.6 ml (14.35 mmole) of phenylacetylene, 0.036 g (0.048 mmole) of (Ph3P)2PdCl2 and 0.018 g (0.0957 mmole) of copper (I) iodide in 20 ml of triethylamine and 10 ml of THF (which had been deoxygenated by admission of N2) was stirred at 25° C. under N2 for one hour. It was heated at 60° for 3 hr. The precipitate which formed on cooling was collected by filtration and dried in vacuo. A fumarate s... The reactants are amides, C(C)(C)(C)OC(=O)N1[C@H](CCCC1)C(=O)O ((R)-1-(tert-butoxycarbonyl)piperidine-2-carboxylic acid), Cl.N[C@@H](C)C1=CC=C(C(=O)OC)C=C1 ((S)-methyl 4-(1-aminoethyl)benzoate hydrochloride). Yields the product COC(=O)C1=CC=C(C=C1)[C@H](C)NC(=O)[C@@H]1N(CCCC1)C(=O)OC(C)(C)C ((R)-tert-butyl 2-(((S)-1-(4-(methoxycarbonyl)phenyl)ethyl)carbamoyl)piperidine-1-carboxylate). Isolated yield 95.2%. RXN SMILES: [C:1]([O:5][C:6]([N:8]1[CH2:13][CH2:12][CH2:11][CH2:10][C@@H:9]1[C:14]([OH:16])=O)=[O:7])([CH3:4])([CH3:3])[CH3:2].Cl.[NH2:18][C@H:19]([C:21]1[CH:30]=[CH:29][C:24]([C:25]([O:27][CH3:28])=[O:26])=[CH:23][CH:22]=1)[CH3:20]>>[CH3:28][O:27][C:25]([C:24]1[CH:29]=[CH:30][C:21]([C@@H:19]([NH:18][C:14]([C@H:9]2[CH2:10][CH2:11][CH2:12][CH2:13][N:8]2[C:6]([O:5][C:1]([CH3:2])([CH3:3])[CH3:4])=[O:7])=[O:16])[CH3:20])=[CH:22][CH:23]=1)=[O:26] |f:1.2|. Procedure: The title compound (D5) (405 mg) was prepared according to the general procedure for amides preparation starting from (R)-1-(tert-butoxycarbonyl)piperidine-2-carboxylic acid (250 mg, available from Sigma Aldrich #516341), and (S)-methyl 4-(1-aminoethyl)benzoate hydrochloride (235 mg). Reaction time: 18 hrs. Reactants: C(=C)[C@@H]1CC[C@H](CC1)CO ((trans-4-vinyl cyclohexyl) methanol), II (Iodine), N1C=NC=C1 (imidazole), C1(=CC=CC=C1)P(C1=CC=CC=C1)C1=CC=CC=C1 (triphenylphosphine). Run in C1(=CC=CC=C1)C (toluene). Conditions: temperature 5 celsius. Yields the product IC[C@@H]1CC[C@H](CC1)C=C (1-iodomethyl-trans-4-vinylcyclohexane). Yield: 71.0%. Reaction SMILES: [CH:1]([C@H:3]1[CH2:8][CH2:7][C@H:6]([CH2:9]O)[CH2:5][CH2:4]1)=[CH2:2].N1C=CN=C1.C1(P(C2C=CC=CC=2)C2C=CC=CC=2)C=CC=CC=1.[I:35]I>C1(C)C=CC=CC=1>[I:35][CH2:9][C@H:6]1[CH2:7][CH2:8][C@H:3]([CH:1]=[CH2:2])[CH2:4][CH2:5]1. Reported procedure: Under a nitrogen atmosphere, (trans-4-vinyl cyclohexyl) methanol (7) (12.0 g), imidazole (7.6 g), and triphenylphosphine (Ph3P) (29.2 g) were put in toluene (200 ml) and stirred at 5° C. Iodine (27.2 g) was divided into 10 parts and added thereto in the temperature range of 5 to 10° C., and then stirred for another 3 hours . Completion of the reaction was confirmed by means of gas chromatographic analysis. The deposit was removed from the reaction mixture obtained by filtration, and the solvent ... Starting materials: Cc1ccc(-c2c3c(=O)n(C)c(Cl)nc3nn2Cc2ccccc2)c(C)c1, CCCNCCC, C1COCCO1. The product is CCCN(CCC)c1nc2nn(Cc3ccccc3)c(-c3ccc(C)cc3C)c2c(=O)n1C. As a reaction SMILES: [CH2:1]([c:2]1[cH:3][cH:4][cH:5][cH:6][cH:7]1)[n:8]1[n:9][c:10]2[n:11][c:12]([Cl:27])[n:13]([CH3:26])[c:14](=[O:25])[c:15]2[c:16]1-[c:17]1[c:18]([CH3:24])[cH:19][c:20]([CH3:23])[cH:21][cH:22]1.[CH2:28]([CH2:29][CH3:30])[NH:31][CH2:32][CH2:33][CH3:34].[O:35]1[CH2:36][CH2:37][O:38][CH2:39][CH2:40]1>>[CH2:1]([c:2]1[cH:3][cH:4][cH:5][cH:6][cH:7]1)[n:8]1[n:9][c:10]2[n:11][c:12]([N:31]([CH2:28][CH2:29][CH3:30])[CH2:32][CH2:33][CH3:34])[n:13]([CH3:26])[c:14](=[O:25])[c:15]2[c:16]1-[c:17]1[c:18]([CH3:24])[cH:19][c:20]([CH3:23])[cH:21][cH:22]1. The reactants are CC1(c2ccccc2)CCN(c2cccc(Br)c2)C(=O)O1, C1CCOC1, [Na+], O=C([O-])O, O, OB(O)c1ccccc1. Yields the product CC1(c2ccccc2)CCN(c2cccc(-c3ccccc3)c2)C(=O)O1. As a reaction SMILES: [Br:1][c:2]1[cH:3][c:4]([N:8]2[C:9](=[O:21])[O:10][C:11]([c:14]3[cH:15][cH:16][cH:17][cH:18][cH:19]3)([CH3:20])[CH2:12][CH2:13]2)[cH:5][cH:6][cH:7]1.[CH2:36]1[O:37][CH2:38][CH2:39][CH2:40]1.[Na+:35].[O-:31][C:32]([OH:33])=[O:34].[OH2:41].[OH:22][B:23]([OH:24])[c:25]1[cH:26][cH:27][cH:28][cH:29][cH:30]1>>[c:2]1(-[c:25]2[cH:26][cH:27][cH:28][cH:29][cH:30]2)[cH:3][c:4]([N:8]2[C:9](=[O:21])[O:10][C:11]([c:14]3[cH:15][cH:16][cH:17][cH:18][cH:19]3)([CH3:20])[CH2:12][CH2:13]2)[cH:5][cH:6][cH:7]1.